From a dataset of the Open Reaction Database (ORD), a public repository of structured organic reaction records. describe an organic reaction: reactants, conditions, products, and yield Starting materials: C(C)C1C2SSC(=C(N2C1=O)C(=O)OCC1=CC=C(C=C1)[N+](=O)[O-])SC(C)=O (4-nitrobenzyl 7-ethyl-8-oxo-3-acetylthio-4,5-dithia-1-azabicyclo[4,2,0]oct-2-ene 2-carboxylate), C1(=CC=CC=C1)P(C1=CC=CC=C1)C1=CC=CC=C1 (triphenylphosphine). The solvent is ClCCl (dichloromethane), ClCCl (dichloromethane). Run at time 10 minute. Yields the product C(C)C1C2SC(=C(N2C1=O)C(=O)OCC1=CC=C(C=C1)[N+](=O)[O-])SC(C)=O (4-Nitrobenzyl 6-ethyl-7-oxo-3-acetylthio-4-thia-1-azabicyclo[3,2,0]hept-2-ene-2-carboxylate). Reaction SMILES: [CH2:1]([CH:3]1[C:10](=[O:11])[N:9]2[CH:4]1S[S:6][C:7]([S:25][C:26](=[O:28])[CH3:27])=[C:8]2[C:12]([O:14][CH2:15][C:16]1[CH:21]=[CH:20][C:19]([N+:22]([O-:24])=[O:23])=[CH:18][CH:17]=1)=[O:13])[CH3:2].C1(P(C2C=CC=CC=2)C2C=CC=CC=2)C=CC=CC=1>ClCCl>[CH2:1]([CH:3]1[C:10](=[O:11])[N:9]2[CH:4]1[S:6][C:7]([S:25][C:26](=[O:28])[CH3:27])=[C:8]2[C:12]([O:14][CH2:15][C:16]1[CH:21]=[CH:20][C:19]([N+:22]([O-:24])=[O:23])=[CH:18][CH:17]=1)=[O:13])[CH3:2]. Procedure: To a solution of 0.90 g of 4-nitrobenzyl 7-ethyl-8-oxo-3-acetylthio-4,5-dithia-1-azabicyclo[4,2,0]oct-2-ene 2-carboxylate in 2 ml of dichloromethane was added, in one batch, a solution of 0.59 g of triphenylphosphine in 3 ml of dichloromethane. After 10 minutes, the reaction mixture was chromatographed directly on silica gel, eluting with ethyl acetate/hexane mixtures, to give the title compound as a yellow crystalline solid. (Yield 0.25 g) Reactants: CCCCCCCCCCCCCCCC(=O)Cl, CCCCN, CCOCC. The product is CCCCCCCCCCCCCCCC(=O)NCCCC. Reaction SMILES: [C:1]([CH2:2][CH2:3][CH2:4][CH2:5][CH2:6][CH2:7][CH2:8][CH2:9][CH2:10][CH2:11][CH2:12][CH2:13][CH2:14][CH2:15][CH3:16])(=[O:17])[Cl:18].[CH2:19]([CH2:20][CH2:21][CH3:22])[NH2:23].[CH2:24]([O:25][CH2:26][CH3:27])[CH3:28]>>[C:1]([CH2:2][CH2:3][CH2:4][CH2:5][CH2:6][CH2:7][CH2:8][CH2:9][CH2:10][CH2:11][CH2:12][CH2:13][CH2:14][CH2:15][CH3:16])(=[O:17])[NH:23][CH2:19][CH2:20][CH2:21][CH3:22]. Starting materials: NC(=O)P(=O)([O-])O, [NH4+], [Na+], [OH-], O. The product is NC(=O)P(=O)([O-])[O-], [NH4+], [Na+]. RXN SMILES: [C:1]([NH2:2])(=[O:3])[P:4]([OH:5])([O-:6])=[O:7].[NH4+:9].[Na+:8].[OH-:10].[OH2:11]>>[C:1]([NH2:2])(=[O:3])[P:4](=[O:5])([O-:6])[O-:7].[NH4+:9].[Na+:8]. Reactants: CC#N, [O-][I+3]([O-])([O-])[O-], [Na+], O, Cc1cn(CC2CN(c3cc(F)c(C4CCSCC4)c(F)c3)C(=O)O2)nn1. Yields the product Cc1cn(CC2CN(c3cc(F)c(C4CCS(=O)CC4)c(F)c3)C(=O)O2)nn1. Reaction SMILES: [CH3:34][C:35]#[N:36].[I+3:28]([O-:29])([O-:30])([O-:31])[O-:32].[Na+:33].[OH2:37].[S:1]1[CH2:2][CH2:3][CH:4]([c:7]2[c:8]([F:27])[cH:9][c:10]([N:14]3[C:15](=[O:26])[O:16][CH:17]([CH2:19][n:20]4[n:21][n:22][c:23]([CH3:25])[cH:24]4)[CH2:18]3)[cH:11][c:12]2[F:13])[CH2:5][CH2:6]1>>[S:1]1(=[O:29])[CH2:2][CH2:3][CH:4]([c:7]2[c:8]([F:27])[cH:9][c:10]([N:14]3[C:15](=[O:26])[O:16][CH:17]([CH2:19][n:20]4[n:21][n:22][c:23]([CH3:25])[cH:24]4)[CH2:18]3)[cH:11][c:12]2[F:13])[CH2:5][CH2:6]1.